From a dataset of the Open Reaction Database (ORD), a public repository of structured organic reaction records. describe an organic reaction: reactants, conditions, products, and yield The reactants are COC(=O)Oc1cc([N+](=O)[O-])c(C#CCC(C)C)cc1C1CCCC1, CC(=O)O, CO, O. Yields the product COC(=O)Oc1cc(N)c(C#CCC(C)C)cc1C1CCCC1. RXN SMILES: [C:1]([O:2][c:3]1[c:4]([CH:18]2[CH2:19][CH2:20][CH2:21][CH2:22]2)[cH:5][c:6]([C:12]#[C:13][CH2:14][CH:15]([CH3:16])[CH3:17])[c:7]([N+:9]([O-:10])=[O:11])[cH:8]1)([O:23][CH3:24])=[O:25].[CH3:26][C:27](=[O:28])[OH:29].[CH3:31][OH:32].[OH2:30]>>[C:1]([O:2][c:3]1[c:4]([CH:18]2[CH2:19][CH2:20][CH2:21][CH2:22]2)[cH:5][c:6]([C:12]#[C:13][CH2:14][CH:15]([CH3:16])[CH3:17])[c:7]([NH2:9])[cH:8]1)([O:23][CH3:24])=[O:25].